describe an organic reaction: reactants, conditions, products, and yield From a dataset of the Open Reaction Database (ORD), a public repository of structured organic reaction records. Solvent: O1CCCC1 (tetrahydrofuran), CN(C=O)C (N,N-dimethylformamide). Yields the product C(C)(C)(C)OC(=O)C=1N(C2=CC=C(C(=C2C1N)C)C(F)(F)F)C1=CSC=C1 (3-amino-1-thiophen-3-yl-methyl-5-trifluoromethyl-1H-indole-2-carboxylic acid tert-butyl ester). Yield: 87.1%. Procedure details: To a solution of 2-[(thiophen-3-yl-methyl)amino]-5-trifluoromethylbenzonitrile 1C (1.42 g, 5.04 mmol) in anhydrous tetrahydrofuran (THF) (10 mL) and anhydrous N,N-dimethylformamide (DMF) (10 mL) at 0° C. was added potassium tert-butoxide (1.13 g, 10.1 mmol). The reaction mixture was stirred at 0° C. for 5 minutes and tert-butyl bromoacetate 1D (1.47 g, 7.54 mmol) was added. The reaction mixture was stirred at room temperature overnight. Ethyl acetate (100 mL) was added and the organic layer was ... Reactants: S1C=C(C=C1)CNC1=C(C#N)C=C(C=C1)C(F)(F)F (2-[(thiophen-3-yl-methyl)amino]-5-trifluoromethylbenzonitrile), CC(C)([O-])C.[K+] (potassium tert-butoxide), C(C)(=O)OCC (Ethyl acetate), BrCC(=O)OC(C)(C)C (tert-butyl bromoacetate). Conditions: temperature 0 celsius, time 5 minute. RXN SMILES: [S:1]1[CH:5]=C[C:3]([CH2:6][NH:7][C:8]2[CH:15]=[CH:14][C:13]([C:16]([F:19])([F:18])[F:17])=[CH:12][C:9]=2[C:10]#[N:11])=[CH:2]1.[CH3:20]C(C)([O-])C.[K+].Br[CH2:27][C:28]([O:30][C:31]([CH3:34])([CH3:33])[CH3:32])=[O:29].C(OCC)(=O)C>O1CCCC1.CN(C)C=O>[C:31]([O:30][C:28]([C:27]1[N:7]([C:6]2[CH:3]=[CH:2][S:1][CH:5]=2)[C:8]2[C:9]([C:10]=1[NH2:11])=[C:12]([CH3:20])[C:13]([C:16]([F:17])([F:18])[F:19])=[CH:14][CH:15]=2)=[O:29])([CH3:34])([CH3:33])[CH3:32] |f:1.2|. Starting materials: [H][H] (hydrogen), N(=[N+]=[N-])[C@H]1[C@@H](CC2=CC=CC(=C2C1)OC)O (trans-3-azido-1,2,3,4-tetrahydro-5-methoxy-2-naphthalinol). Reagents/catalysts: [Pd] (palladium on charcoal). The solvent is C(C)O (ethanol), C(C)O (ethanol). Conditions: time 50 minute. Yields the product N[C@H]1[C@@H](CC2=CC=CC(=C2C1)OC)O (Trans-3-amino-1,2,3,4-tetrahydro-5-methoxy-2-naphthalinol). As a reaction SMILES: [N:1]([C@@H:4]1[CH2:13][C:12]2[C:7](=[CH:8][CH:9]=[CH:10][C:11]=2[O:14][CH3:15])[CH2:6][C@H:5]1[OH:16])=[N+]=[N-].[H][H]>[Pd].C(O)C>[NH2:1][C@@H:4]1[CH2:13][C:12]2[C:7](=[CH:8][CH:9]=[CH:10][C:11]=2[O:14][CH3:15])[CH2:6][C@H:5]1[OH:16]. Procedure details: 4.0 g of palladium on charcoal (10%) are coated with 100 ml of ethanol. 8.76 g (0.040M) of trans-3-azido-1,2,3,4-tetrahydro-5-methoxy-2-naphthalinol are dissolved in 100 ml of ethanol, and the solution is added to the catalyst suspension. The mixture is subsequently hydrogenated at 20° at 1.2 bar hydrogen pressure. Every 10 minutes for 50 minutes, the reaction vessel is emptied and rinsed with hydrogen. The reaction mixture is then filtered through a G 4 Hyflo suction filter. The catalyst is was... Reactants: ClC1=NC=C(C(=O)OCC)C=C1 (ethyl 6-chloronicotinate), N1(CCNCC1)C(=O)OC(C)(C)C (tert-butyl piperazine-1-carboxylate), C(C)(C)N(C(C)C)CC (N,N-diisopropylethylamine). Run in COCCOC (DME). Run at temperature 120 celsius. The product is C(C)OC(=O)C=1C=CC(=NC1)N1CCN(CC1)C(=O)OC(C)(C)C (tert-butyl 4-(5-(ethoxycarbonyl)pyridin-2-yl)piperazine-1-carboxylate). Isolated yield 81.2%. Reaction SMILES: Cl[C:2]1[CH:12]=[CH:11][C:5]([C:6]([O:8][CH2:9][CH3:10])=[O:7])=[CH:4][N:3]=1.[N:13]1([C:19]([O:21][C:22]([CH3:25])([CH3:24])[CH3:23])=[O:20])[CH2:18][CH2:17][NH:16][CH2:15][CH2:14]1.C(N(CC)C(C)C)(C)C>COCCOC>[CH2:9]([O:8][C:6]([C:5]1[CH:11]=[CH:12][C:2]([N:16]2[CH2:15][CH2:14][N:13]([C:19]([O:21][C:22]([CH3:25])([CH3:24])[CH3:23])=[O:20])[CH2:18][CH2:17]2)=[N:3][CH:4]=1)=[O:7])[CH3:10]. Procedure: A mixture of ethyl 6-chloronicotinate (2.67 g, 14.4 mmol), tert-butyl piperazine-1-carboxylate (2.5 g, 13.4 mmol) and N,N-diisopropylethylamine (3.5 mL, 20 mmol) in DME (15 mL) was heated at 120° C. for 12 hours. The mixture was then cooled to room temperature and partitioned with ethyl acetate and 10% aqueous citric acid. The organic layer was washed twice with 10% aqueous citric acid then brine and dried over anhydrous sodium sulfate. Filtration and concentration followed by silica gel flash c... Reactants: OCC=1C=CC(=C(C#N)C1)SC (5-hydroxymethyl-2-methylsulfanyl-benzonitrile), CO (MeOH), Cl (HCl), OOS(=O)[O-].[K+] (Oxone). Run in O (water). Run at time 16 hour. The product is OCC=1C=CC(=C(C#N)C1)S(=O)(=O)C (5-hydroxymethyl-2-methanesulfonyl-benzonitrile). As a reaction SMILES: [OH:1][CH2:2][C:3]1[CH:4]=[CH:5][C:6](SC)=[C:7]([CH:10]=1)[C:8]#[N:9].O[O:14][S:15]([O-:17])=O.[K+].Cl.[CH3:20]O>O>[OH:1][CH2:2][C:3]1[CH:4]=[CH:5][C:6]([S:15]([CH3:20])(=[O:17])=[O:14])=[C:7]([CH:10]=1)[C:8]#[N:9] |f:1.2|. Reported procedure: A flask is charged with 5-hydroxymethyl-2-methylsulfanyl-benzonitrile (0.866 g, 4.86 mmol) in a mixture of MeOH (10 mL) and water (10 mL). Oxone (7.47 g, 12.16 mmol) is added and the mixture is stirred at room temperature for 16 h. The residue is acidified to pH 1 using aqueous 1M HCl and then extracted with dichloromethane twice. The organic layer is dried over sodium sulfate and concentrated in vacuo to afford 5-hydroxymethyl-2-methanesulfonyl-benzonitrile as a white solid. 1H NMR (400 MHz, CD... Procedure details: Following general procedure 2B: To methyl 4-fluoro-3-nitrophenylcarbamate (6.50 g, 30.35 mmol, from previous step) in 80% aqueous ethanol (100 mL) was added cyclopropanemethylamine (5.00 mL, 57,65 mmol) at room temperature. The reaction mixture was heated at 60° C. overnight. After the usual work up, the crude product, which precipitated out, was collected (8.21 g). MS (ESI) (M+H)+=266. Yields the product C1(CC1)CNC1=C(C=C(C=C1)NC(OC)=O)[N+](=O)[O-] (Methyl 4-[(cyclopropylmethyl)amino]-3-nitrophenylcarbamate). As a reaction SMILES: F[C:2]1[CH:7]=[CH:6][C:5]([NH:8][C:9](=[O:12])[O:10][CH3:11])=[CH:4][C:3]=1[N+:13]([O-:15])=[O:14].[CH:16]1([CH2:19][NH2:20])[CH2:18][CH2:17]1>C(O)C>[CH:16]1([CH2:19][NH:20][C:2]2[CH:7]=[CH:6][C:5]([NH:8][C:9](=[O:12])[O:10][CH3:11])=[CH:4][C:3]=2[N+:13]([O-:15])=[O:14])[CH2:18][CH2:17]1. The solvent is C(C)O (ethanol). Starting materials: FC1=C(C=C(C=C1)NC(OC)=O)[N+](=O)[O-] (methyl 4-fluoro-3-nitrophenylcarbamate), C1(CC1)CN (cyclopropanemethylamine). Conditions: temperature 60 celsius.